The task is: describe an organic reaction: reactants, conditions, products, and yield. This data is from the Open Reaction Database (ORD), a public repository of structured organic reaction records. Starting materials: O (Water), OC=1C=CC=C2C(=CC(=NC12)C)N1C=NC=C1 (8-hydroxy-4-(imidazol-1-yl)-2-methylquinoline), ClC1=C(CBr)C(=CC=C1N(C(CNC(C=CC1=CC=C(C=C1)C(NC)=O)=O)=O)C)Cl (2,6-dichloro-3-[N-methyl-N-[4-(methylcarbamoyl)cinnamoylglycyl]amino]benzyl bromide), C([O-])([O-])=O.[K+].[K+] (potassium carbonate). Solvent: CN(C=O)C (N,N-dimethylformamide). Run at time 3 hour. The product is ClC1=C(COC=2C=CC=C3C(=CC(=NC23)C)N2C=NC=C2)C(=CC=C1N(C(CNC(C=CC1=CC=C(C=C1)C(NC)=O)=O)=O)C)Cl (8-[2,6-dichloro-3-[N-methyl-N-[4-(methylcarbamoyl)cinnamoylglycyl]amino]benzyloxy]-4-(imidazol-1-yl)-2-methylquinoline). Yield: 89.4%. Reaction SMILES: [OH:1][C:2]1[CH:3]=[CH:4][CH:5]=[C:6]2[C:11]=1[N:10]=[C:9]([CH3:12])[CH:8]=[C:7]2[N:13]1[CH:17]=[CH:16][N:15]=[CH:14]1.[Cl:18][C:19]1[C:26]([N:27]([CH3:46])[C:28](=[O:45])[CH2:29][NH:30][C:31](=[O:44])[CH:32]=[CH:33][C:34]2[CH:39]=[CH:38][C:37]([C:40](=[O:43])[NH:41][CH3:42])=[CH:36][CH:35]=2)=[CH:25][CH:24]=[C:23]([Cl:47])[C:20]=1[CH2:21]Br.C(=O)([O-])[O-].[K+].[K+].O>CN(C)C=O>[Cl:18][C:19]1[C:26]([N:27]([CH3:46])[C:28](=[O:45])[CH2:29][NH:30][C:31](=[O:44])[CH:32]=[CH:33][C:34]2[CH:35]=[CH:36][C:37]([C:40](=[O:43])[NH:41][CH3:42])=[CH:38][CH:39]=2)=[CH:25][CH:24]=[C:23]([Cl:47])[C:20]=1[CH2:21][O:1][C:2]1[CH:3]=[CH:4][CH:5]=[C:6]2[C:11]=1[N:10]=[C:9]([CH3:12])[CH:8]=[C:7]2[N:13]1[CH:17]=[CH:16][N:15]=[CH:14]1 |f:2.3.4|. Procedure: A suspension of 8-hydroxy-4-(imidazol-1-yl)-2-methylquinoline (23 mg), 2,6-dichloro-3-[N-methyl-N-[4-(methylcarbamoyl)cinnamoylglycyl]amino]benzyl bromide (52.4 mg) and potassium carbonate (42.3 mg) in N,N-dimethylformamide (0.5 ml) was stirred for 3 hours at ambient temperature. Water was added thereto, and the resulting precipitate was collected by filtration. The residue was purified by preparative thin layer chromatography (chloroform:methanol, 10:1, v/v) to give 8-[2,6-dichloro-3-[N-methyl-... Starting materials: COC(C1=C(C=C(C(=O)OC)C=C1)OC1=C(C=CC=C1)Cl)=O (2-(2-Chlorophenoxy)-terephthalic acid dimethyl ester), COC(C1=C(C=C(C(=O)OC)C=C1)OC1=C(C=CC=C1)OC)=O (2-(2-methoxyphenoxy)-terephthalic acid dimethyl ester), COC(C1=C(C=C(C(=O)OC)C=C1)OC1=C(C=CC=C1)OC)=O (2-(2-Methoxyphenoxy)-terephthalic acid dimethyl ester). Yields the product COC(=O)C=1C=CC=2C(C3=CC=CC(=C3OC2C1)Cl)=O (5-Chloro -9-oxo-9H-xanthene-3-carboxylic acid methyl ester). RXN SMILES: CO[C:3](=[O:22])[C:4]1[CH:13]=[CH:12][C:7]([C:8]([O:10][CH3:11])=[O:9])=[CH:6][C:5]=1[O:14][C:15]1[CH:20]=[CH:19][CH:18]=[CH:17][C:16]=1[Cl:21].COC(=O)C1C=CC(C(OC)=O)=CC=1OC1C=CC=CC=1OC>>[CH3:11][O:10][C:8]([C:7]1[CH:12]=[CH:13][C:4]2[C:3](=[O:22])[C:20]3[C:15]([O:14][C:5]=2[CH:6]=1)=[C:16]([Cl:21])[CH:17]=[CH:18][CH:19]=3)=[O:9]. Procedure details: Using an adaptation of the method described in Procedure 15, substituting 2-(2-chlorophenoxy)-terephthalic acid dimethyl ester, 1i for 2-(2-methoxyphenoxy)-terephthalic acid dimethyl ester, 1c, the title compound 5-chloro-9-oxo-9H-xanthene-3-carboxylic acid methyl ester, 2i was obtained. MS m/z (MH+) 289.0.